This data is from the Open Reaction Database (ORD), a public repository of structured organic reaction records. The task is: describe an organic reaction: reactants, conditions, products, and yield Starting materials: ClC1=CC=2C3=C(NC2C=C1)CCN(C3)C (8-chloro-2,3,4,5-tetrahydro-2-methyl-1H-pyrido[4,3-b]indole), COC1=NC=C(C=C1)C=C (2-methoxy-5-vinylpyridine), [OH-].[K+] (KOH), CN1CCCC1=O (NMP). Product: ClC1=CC=2C3=C(N(C2C=C1)CCC=1C=NC(=CC1)OCC)CCN(C3)C (8-chloro-5-(2-(6-ethoxypyridin-3-yl)ethyl)-2,3,4,5-tetrahydro-2-methyl-1H-pyrido[4,3-b]indole). RXN SMILES: [Cl:1][C:2]1[CH:10]=[CH:9][C:8]2[NH:7][C:6]3[CH2:11][CH2:12][N:13]([CH3:15])[CH2:14][C:5]=3[C:4]=2[CH:3]=1.[CH3:16][O:17][C:18]1[CH:23]=[CH:22][C:21]([CH:24]=[CH2:25])=[CH:20][N:19]=1.[OH-].[K+].[CH3:28]N1C(=O)CCC1>>[Cl:1][C:2]1[CH:10]=[CH:9][C:8]2[N:7]([CH2:25][CH2:24][C:21]3[CH:20]=[N:19][C:18]([O:17][CH2:16][CH3:28])=[CH:23][CH:22]=3)[C:6]3[CH2:11][CH2:12][N:13]([CH3:15])[CH2:14][C:5]=3[C:4]=2[CH:3]=1 |f:2.3|. Reported procedure: The title compound is prepared from a mixture of 8-chloro-2,3,4,5-tetrahydro-2-methyl-1H-pyrido[4,3-b]indole, 2-methoxy-5-vinylpyridine and KOH (5-7 equiv) in NMP at a temperature ranging between 25 deg C. to 100 deg C. The product obtained is isolated by preparative HPLC. Reactants: COCCOC1=C(C=CC=C1)C(CC(=O)C1=CC(=C(C=C1)OCC1=CC=CC=C1)C)=O (1-(2-{[2-(methyloxy)ethyl]oxy}phenyl)-3-{3-methyl-4-[(phenylmethyl)oxy]phenyl}propane-1,3-dione), NC(=O)N (urea), Cl (hydrochloric acid), O1CCOCC1 (dioxane). Run in C(C)O (ethanol). Product: Cl.OC1=C(C=C(C=C1)C1=NC(NC(=C1)C1=C(C=CC=C1)OCCOC)=O)C (4-(4-hydroxy-3-methylphenyl)-6-(2-{[2-(methyloxy)ethyl]oxy}phenyl)pyrimidin-2(1H)-one hydrochloride). Isolated yield 19.0%. Reaction SMILES: [CH3:1][O:2][CH2:3][CH2:4][O:5][C:6]1[CH:11]=[CH:10][CH:9]=[CH:8][C:7]=1[C:12](=O)[CH2:13][C:14]([C:16]1[CH:21]=[CH:20][C:19]([O:22]CC2C=CC=CC=2)=[C:18]([CH3:30])[CH:17]=1)=O.[NH2:32][C:33]([NH2:35])=[O:34].[ClH:36].O1CCOCC1>C(O)C>[ClH:36].[OH:22][C:19]1[CH:20]=[CH:21][C:16]([C:14]2[CH:13]=[C:12]([C:7]3[CH:8]=[CH:9][CH:10]=[CH:11][C:6]=3[O:5][CH2:4][CH2:3][O:2][CH3:1])[NH:35][C:33](=[O:34])[N:32]=2)=[CH:17][C:18]=1[CH3:30] |f:5.6|. Procedure: A solution of 1-(2-{[2-(methyloxy)ethyl]oxy}phenyl)-3-{3-methyl-4-[(phenylmethyl)oxy]phenyl}propane-1,3-dione (0.24 g, 0.56 mmol), urea (0.34 g, 5.6 mmol), 4.0M hydrochloric acid in dioxane (1.4 mL, 5.6 mmol) in ethanol (2 mL) was heated in a 110° C. oil bath for 12 h. The solution was allowed to cool to room temperature and was concentrated in vacuo. The residue was partitioned between ethyl acetate (10% methanol) and aqueous saturated sodium bicarbonate. The layers were separated and the aqueo... Reactants: CCCCO, OC(CCCl)COc1cccc(C(F)(F)F)c1, [I-], [K+], [Na+], [Na+], O=C([O-])[O-], c1ccc(N2CCNCC2)nc1. The product is OC(CCN1CCN(c2ccccn2)CC1)COc1cccc(C(F)(F)F)c1. Reaction SMILES: [CH2:38]([OH:39])[CH2:40][CH2:41][CH3:42].[Cl:13][CH2:14][CH2:15][CH:16]([CH2:17][O:18][c:19]1[cH:20][c:21]([C:25]([F:26])([F:27])[F:28])[cH:22][cH:23][cH:24]1)[OH:29].[I-:37].[K+:36].[Na+:30].[Na+:31].[O-:32][C:33](=[O:34])[O-:35].[n:1]1[c:2]([N:7]2[CH2:8][CH2:9][NH:10][CH2:11][CH2:12]2)[cH:3][cH:4][cH:5][cH:6]1>>[n:1]1[c:2]([N:7]2[CH2:8][CH2:9][N:10]([CH2:14][CH2:15][CH:16]([CH2:17][O:18][c:19]3[cH:20][c:21]([C:25]([F:26])([F:27])[F:28])[cH:22][cH:23][cH:24]3)[OH:29])[CH2:11][CH2:12]2)[cH:3][cH:4][cH:5][cH:6]1. Reactants: C(C)(=O)O[C@H]1[C@H](OC=2C(=NC(=CC2)I)Cl)SC[C@H]([C@@H]1OC(C)=O)OC(C)=O (2-chloro-6-iodo-3-pyridinyl 2,3,4-tri-O-acetyl-5-thio-β-D-xylopyranoside), FC1=NC=CC(=C1)B(O)O (2-fluoro-4-pyridineboronic acid). Product: C(C)(=O)O[C@H]1[C@H](OC=2C(=NC(=CC2)C2=CC(=NC=C2)F)Cl)SC[C@H]([C@@H]1OC(C)=O)OC(C)=O (2-Chloro-6-(2-fluoro-4-pyridinyl)-3-pyridinyl 2,3,4-tri-O-acetyl-5-thio-β-D-xylopyranoside), powder. The yield is 37.0%. As a reaction SMILES: [C:1]([O:4][C@@H:5]1[C@@H:19]([O:20][C:21](=[O:23])[CH3:22])[C@H:18]([O:24][C:25](=[O:27])[CH3:26])[CH2:17][S:16][C@H:6]1[O:7][C:8]1[C:9]([Cl:15])=[N:10][C:11](I)=[CH:12][CH:13]=1)(=[O:3])[CH3:2].[F:28][C:29]1[CH:34]=[C:33](B(O)O)[CH:32]=[CH:31][N:30]=1>>[C:1]([O:4][C@@H:5]1[C@@H:19]([O:20][C:21](=[O:23])[CH3:22])[C@H:18]([O:24][C:25](=[O:27])[CH3:26])[CH2:17][S:16][C@H:6]1[O:7][C:8]1[C:9]([Cl:15])=[N:10][C:11]([C:33]2[CH:32]=[CH:31][N:30]=[C:29]([F:28])[CH:34]=2)=[CH:12][CH:13]=1)(=[O:3])[CH3:2]. Procedure: By carrying out the operation analogously to example 1, starting from 2-chloro-6-iodo-3-pyridinyl 2,3,4-tri-O-acetyl-5-thio-β-D-xylopyranoside, obtained according to preparation X, and 2-fluoro-4-pyridineboronic acid, the desired product is obtained in the form of a white powder (yield=37%). Reactants: OC[C@]12CCC(C=C1CC=C1[C@@H]3CC[C@@H]([C@@]3(C)CC[C@H]21)OC(C(C)(C)C)=O)=O (19-hydroxy-17β-pivaloxyandrosta-4,7-dien-3-one), C(C)(C)(C)N=C=O (t-butylisocyanate). Solvent: CCCCCC (hexane). Yields the product OC[C@]12CCC(C=C1CC=C1[C@@H]3CC[C@@H]([C@@]3(C)CC[C@H]21)OC(C(C)(C)C)=O)=O.C(C)(C)(C)NC([O-])=O (19-hydroxy-17β-pivaloxyandrosta-4,7-dien-3-one N-t-butylcarbamate). RXN SMILES: [OH:1][CH2:2][C@@:3]12[C@@H:20]3[C:11]([C@H:12]4[C@@:16]([CH2:18][CH2:19]3)([CH3:17])[C@@H:15]([O:21][C:22](=[O:27])[C:23]([CH3:26])([CH3:25])[CH3:24])[CH2:14][CH2:13]4)=[CH:10][CH2:9][C:8]1=[CH:7][C:6](=[O:28])[CH2:5][CH2:4]2.[C:29]([N:33]=[C:34]=[O:35])([CH3:32])([CH3:31])[CH3:30]>CCCCCC>[OH:1][CH2:2][C@@:3]12[C@@H:20]3[C:11]([C@H:12]4[C@@:16]([CH2:18][CH2:19]3)([CH3:17])[C@@H:15]([O:21][C:22](=[O:27])[C:23]([CH3:25])([CH3:24])[CH3:26])[CH2:14][CH2:13]4)=[CH:10][CH2:9][C:8]1=[CH:7][C:6](=[O:28])[CH2:5][CH2:4]2.[C:29]([NH:33][C:34](=[O:1])[O-:35])([CH3:32])([CH3:31])[CH3:30] |f:3.4|. Procedure: A mixture of 1.5 g. of 19-hydroxy-17β-pivaloxyandrosta-4,7-dien-3-one and 22.5 ml. of t-butylisocyanate was heated at 95°-100° C. under nitrogen for two days, whereupon 45 ml. of hexane was added and the mixture was concentrated. Subsequent filtration yielded 19-hydroxy-17β-pivaloxyandrosta-4,7-dien-3-one N-t-butylcarbamate, mp 163°-167° C. RXN SMILES: FC(F)(F)C(O)=[O:4].CN([CH:11]=[N:12][C:13]1[S:17][N:16]=[C:15]([C:18](=[N:49][O:50][CH2:51][C:52]([O:54]C(C)(C)C)=[O:53])[C:19]([NH:21][CH:22]2[C:47](=[O:48])[N:24]3[C:25]([C:31]([O:33]C(C4C=CC=CC=4)C4C=CC=CC=4)=[O:32])=[C:26]([CH:29]=[CH2:30])[CH2:27][S:28][C@H:23]23)=[O:20])[N:14]=1)C.C(OC(C)C)(C)C>C(Cl)Cl.C1(OC)C=CC=CC=1>[CH:11]([NH:12][C:13]1[S:17][N:16]=[C:15]([C:18](=[N:49][O:50][CH2:51][C:52]([OH:54])=[O:53])[C:19]([NH:21][CH:22]2[C:47](=[O:48])[N:24]3[C:25]([C:31]([OH:33])=[O:32])=[C:26]([CH:29]=[CH2:30])[CH2:27][S:28][C@H:23]23)=[O:20])[N:14]=1)=[O:4]. The solvent is C(Cl)Cl (methylene chloride), C1(=CC=CC=C1)OC (anisole). Starting materials: FC(C(=O)O)(F)F (Trifluoroacetic acid), CN(C)C=NC1=NC(=NS1)C(C(=O)NC1[C@@H]2N(C(=C(CS2)C=C)C(=O)OC(C2=CC=CC=C2)C2=CC=CC=C2)C1=O)=NOCC(=O)OC(C)(C)C (benzhydryl 7-[2-[5-{N-(N,N-dimethylaminomethylene)amino}-1,2,4-thiadiazol-3-yl]-2-tertbutoxycarbonylmethoxyiminoacetamido]-3-vinyl-3-cephem-4-carboxylate), C(C)(C)OC(C)C (diisopropyl ether). Product: C(=O)NC1=NC(=NS1)C(C(=O)NC1[C@@H]2N(C(=C(CS2)C=C)C(=O)O)C1=O)=NOCC(=O)O (7-[2-(5-formamido-1,2,4-thiadiazol-3-yl)-2-carboxymethoxyiminoacetamido]-3-vinyl-3-cephem-4-carboxylic acid). Reaction conditions: time 1.5 hour. Reported procedure: Trifluoroacetic acid (16.0 ml) was added to a solution of benzhydryl 7-[2-[5-{N-(N,N-dimethylaminomethylene)amino}-1,2,4-thiadiazol-3-yl]-2-tertbutoxycarbonylmethoxyiminoacetamido]-3-vinyl-3-cephem-4-carboxylate (syn isomer) (4.0 g) in methylene chloride (8.0 ml) and anisole (4.0 ml) under ice-cooling, and the mixture was stirred at ambient temperature for 1.5 hours. The reaction mixture was added dropwise to diisopropyl ether (200 ml), and the precipitated substance was collected by filtration ...